This data is from the Open Reaction Database (ORD), a public repository of structured organic reaction records. The task is: describe an organic reaction: reactants, conditions, products, and yield RXN SMILES: [CH:1]1[C:10]2[C:5](=[CH:6][CH:7]=[CH:8][CH:9]=2)[CH:4]=[CH:3][C:2]=1[CH2:11][CH2:12][CH2:13][CH2:14][C:15]1[CH:20]=[CH:19][CH:18]=[CH:17][C:16]=1[OH:21].[CH3:22][C:23](C)([O-:25])[CH3:24].[K+].C(C1OC1)Br>CC(N(C)C)=O>[CH:1]1[C:10]2[C:5](=[CH:6][CH:7]=[CH:8][CH:9]=2)[CH:4]=[CH:3][C:2]=1[CH2:11][CH2:12][CH2:13][CH2:14][C:15]1[CH:20]=[CH:19][CH:18]=[CH:17][C:16]=1[O:21][CH2:22][CH:23]1[CH2:24][O:25]1 |f:1.2|. The reactants are C1=C(C=CC2=CC=CC=C12)CCCCC1=C(C=CC=C1)O (2-[4-(2-naphthyl)butyl]phenol), CC(C)([O-])C.[K+] (potassium t-butoxide), C(Br)C1CO1 (epibromohydrin). The yield is 84.0%. Procedure details: Following a procedure similar to that described in Example 1(a), 300 mg of 2-[4-(2-naphthyl)butyl]phenol (prepared as described in Preparation 15), 122 mg of potassium t-butoxide and 301 mg of epibromohydrin were reacted in 15 ml of dimethylacetamide. The crude product, extracted as described in Example 1(a), was purified as described in Example 1(a), to give 303 mg (yield 84%) of the title compound as a colorless oil. Run in CC(=O)N(C)C (dimethylacetamide). The product is C1=C(C=CC2=CC=CC=C12)CCCCC1=C(OCC2OC2)C=CC=C1 (2-{2-[4-(2-Naphthyl)butyl]phenoxymethyl}oxirane). Starting materials: C(C(=C)C)(=O)Cl (methacryloyl chloride), C([O-])(O)=O.[Na+] (sodium bicarbonate), C(CCC)[Li] (n-butyllithium), alcohol, C(C)C1(CCCCCCC1)O (1-ethyl-1-cyclooctanol). Solvent: O1CCCC1 (tetrahydrofuran), C(C)OCC (diethyl ether), O1CCCC1 (tetrahydrofuran). The product is C(C(=C)C)(=O)OC1(CCCCCCC1)CC (1-Ethylcyclooctyl Methacrylate). The yield is 51.0%. As a reaction SMILES: [CH2:1]([C:3]1([OH:11])[CH2:10][CH2:9][CH2:8][CH2:7][CH2:6][CH2:5][CH2:4]1)[CH3:2].C([Li])CCC.[C:17](Cl)(=[O:21])[C:18]([CH3:20])=[CH2:19].C(=O)(O)[O-].[Na+]>O1CCCC1.C(OCC)C>[C:17]([O:11][C:3]1([CH2:1][CH3:2])[CH2:4][CH2:5][CH2:6][CH2:7][CH2:8][CH2:9][CH2:10]1)(=[O:21])[C:18]([CH3:20])=[CH2:19] |f:3.4|. Procedure: To a 500-mL 3-necked round bottom flask equipped with a 250-mL pressure equalizing addition funnel, a nitrogen inlet with thermocouple and an overhead stirrer was added 32.5 g (0.208 mol) of 1-ethyl-1-cyclooctanol and 100 mL of anhydrous tetrahydrofuran. The addition funnel was charged with 150 mL (0.239 mol, 15% excess) of n-butyllithium (1.6M in hexane) which was then added to the cooled alcohol over 2 hours. The addition funnel was then charged with a solution of 25 g (0.239 mol) of freshly d...